Dataset: the Open Reaction Database (ORD), a public repository of structured organic reaction records. Task: describe an organic reaction: reactants, conditions, products, and yield The reactants are CCOC(=O)CCCC1CCN(C(=O)OC(C)(C)C)CC1, CC[O-], CN(C)C=O, NC=O, [Na+]. Yields the product CC(C)(C)OC(=O)N1CCC(CCCC(N)=O)CC1. As a reaction SMILES: [CH2:1]([O:3][C:4](=[O:2])[CH2:6][CH2:7][CH2:8][CH:9]1[CH2:10][CH2:11][N:12]([C:15](=[O:16])[O:17][C:18]([CH3:19])([CH3:20])[CH3:21])[CH2:13][CH2:14]1)[CH3:5].[CH3:26][CH2:27][O-:28].[CH3:29][N:30]([CH3:31])[CH:32]=[O:33].[CH:22](=[O:23])[NH2:24].[Na+:25]>>[O:3]=[C:4]([CH2:6][CH2:7][CH2:8][CH:9]1[CH2:10][CH2:11][N:12]([C:15](=[O:16])[O:17][C:18]([CH3:19])([CH3:20])[CH3:21])[CH2:13][CH2:14]1)[NH2:24].